From a dataset of the Open Reaction Database (ORD), a public repository of structured organic reaction records. describe an organic reaction: reactants, conditions, products, and yield Starting materials: ClC1=C(C=C(C=C1)[N+](=O)[O-])[N+](=O)[O-] (1-chloro-2,4-dinitrobenzene), FC(C[O-])(F)F (2,2,2-trifluoroethanolate). The product is [N+](=O)([O-])C1=CC(=C(C=C1)OCC(F)(F)F)[N+](=O)[O-] (1,3-dinitro-4-(2',2',2'-trifluoroethoxy)-benzene). RXN SMILES: Cl[C:2]1[CH:7]=[CH:6][C:5]([N+:8]([O-:10])=[O:9])=[CH:4][C:3]=1[N+:11]([O-:13])=[O:12].[F:14][C:15]([F:19])([F:18])[CH2:16][O-:17]>>[N+:8]([C:5]1[CH:6]=[CH:7][C:2]([O:17][CH2:16][C:15]([F:19])([F:18])[F:14])=[C:3]([N+:11]([O-:13])=[O:12])[CH:4]=1)([O-:10])=[O:9]. Procedure: In a first reaction step, 1-chloro-2,4-dinitrobenzene (II) is reacted with 2,2,2-trifluoroethanolate to form 1,3-dinitro-4-(2',2',2'-trifluoroethoxy)-benzene (III) according to the following reaction: ##STR2## For obtaining this reaction, 4.0 g (0.17 mole) sodium is completely dissolved in 100 ml 2,2,2-trifluoroethanol. Thereafter, 21.5 g (0.11 mole) of finely powdered 1-chloro-2,4-dinitrobenzene is added to the solution. The mixture is then heated under reflux for 3 hours and the excessive trif... The reactants are O=C1CCCCCN1, COC(=O)CCCCC=O, O. The product is O=CCCCCC(=O)O. RXN SMILES: [C:1]1(=[O:2])[NH:3][CH2:4][CH2:5][CH2:6][CH2:7][CH2:8]1.[CH:9](=[O:10])[CH2:11][CH2:12][CH2:13][CH2:14][C:15](=[O:16])[O:17][CH3:18].[OH2:19]>>[CH:9](=[O:10])[CH2:11][CH2:12][CH2:13][CH2:14][C:15](=[O:16])[OH:17]. The reactants are ClC=1C=C(C=CC1Cl)CCNC(=O)C1=CC2=C(S1)C=CC=C2 (benzo[b]thiophene-2-carboxylic acid[2-(3,4-di-chloro-phenyl)-ethyl]-amide), solution, [OH-].[Na+] (sodium hydroxide), Cl (HCl). Solvent: C1CCOC1 (THF), C1CCOC1 (THF). Reaction conditions: time 30 minute. The product is S1C2=C(C=C1CNCCC1=CC(=C(C=C1)Cl)Cl)C=CC=C2 (benzo[b]thiophen-2-ylmethyl-[2-(3,4-dichloro-phenyl)-ethyl]-amine). Isolated yield 32.3%. As a reaction SMILES: [Cl:1][C:2]1[CH:3]=[C:4]([CH2:9][CH2:10][NH:11][C:12]([C:14]2[S:18][C:17]3[CH:19]=[CH:20][CH:21]=[CH:22][C:16]=3[CH:15]=2)=O)[CH:5]=[CH:6][C:7]=1[Cl:8].Cl.[OH-].[Na+]>C1COCC1>[S:18]1[C:14]([CH2:12][NH:11][CH2:10][CH2:9][C:4]2[CH:5]=[CH:6][C:7]([Cl:8])=[C:2]([Cl:1])[CH:3]=2)=[CH:15][C:16]2[CH:22]=[CH:21][CH:20]=[CH:19][C:17]1=2 |f:2.3|. Procedure details: A solution of 364 mg (1.04 mmol) of benzo[b]thiophene-2-carboxylic acid[2-(3,4-di-chloro-phenyl)-ethyl]-amide in 10 ml of THF was added dropwise to 5.2 ml of a 1 molar solution of BH3-THF complex in THF at 0° C. The reaction mixture was stirred for 30 min at RT and then heated to reflux over night. Then 2 ml of 6 N HCl were added very carefully at ambient temperature and the mixture was heated again to reflux for 2 hours. After cooling to RT, the pH was adjusted to 8-9 by addition of 1 N sodium ...